This data is from the Open Reaction Database (ORD), a public repository of structured organic reaction records. The task is: describe an organic reaction: reactants, conditions, products, and yield The reactants are C(C1=CC=CC=C1)OC=1C=C(C=O)C=CC1 (3-(Benzyloxy)benzaldehyde), [C@@H]1(CCCC2=CC=CC=C12)N ((1S)-1,2,3,4-tetrahydro-1-naphthalenylamine). Yields the product C(C1=CC=CC=C1)OC=1C=C(CN[C@H]2CCCC3=CC=CC=C23)C=CC1 (N-[3-(benzyloxy)benzyl]-N-[(1S)-1,2,3,4-tetrahydro-1-naphthalenyl]amine). Reported procedure: 3-(Benzyloxy)benzaldehyde and (1S)-1,2,3,4-tetrahydro-1-naphthalenylamine were processed as described in Example 1A to provide the title compound. Reaction SMILES: [CH2:1]([O:8][C:9]1[CH:10]=[C:11]([CH:14]=[CH:15][CH:16]=1)[CH:12]=O)[C:2]1[CH:7]=[CH:6][CH:5]=[CH:4][CH:3]=1.[C@@H:17]1([NH2:27])[C:26]2[C:21](=[CH:22][CH:23]=[CH:24][CH:25]=2)[CH2:20][CH2:19][CH2:18]1>>[CH2:1]([O:8][C:9]1[CH:10]=[C:11]([CH:14]=[CH:15][CH:16]=1)[CH2:12][NH:27][C@@H:17]1[C:26]2[C:21](=[CH:22][CH:23]=[CH:24][CH:25]=2)[CH2:20][CH2:19][CH2:18]1)[C:2]1[CH:7]=[CH:6][CH:5]=[CH:4][CH:3]=1. Starting materials: C(#N)N=C(NCC(OC)OC)NCCN1CCC(CC1)NC1=NC2=C(N1CC1=CC=C(C=C1)F)C=CC=C2 (N"-cyano-N-(2,2-dimethoxyethyl)-N'-[2-[4-[[1-[(4-fluorophenyl)methyl]-1H-benzimidazol-2-yl]amino]-1-piperidinyl]ethyl]guanidine), Cl (hydrochloric acid), N (ammonia). Solvent: O (Water). The product is O.NC=1N(C=CN1)CCN1CCC(CC1)NC1=NC2=C(N1CC1=CC=C(C=C1)F)C=CC=C2 (N-[1-[2-(2-amino-1H-imidazol-1yl]ethyl]-4-piperidinyl]-1-[(4-fluorophenyl)methyl]-1H-benzimidazol-2-amine monohydrate). As a reaction SMILES: C([N:3]=[C:4]([NH:12][CH2:13][CH2:14][N:15]1[CH2:20][CH2:19][CH:18]([NH:21][C:22]2[N:26]([CH2:27][C:28]3[CH:33]=[CH:32][C:31]([F:34])=[CH:30][CH:29]=3)[C:25]3[CH:35]=[CH:36][CH:37]=[CH:38][C:24]=3[N:23]=2)[CH2:17][CH2:16]1)[NH:5][CH2:6][CH:7](OC)[O:8]C)#N.Cl.N>O>[OH2:8].[NH2:3][C:4]1[N:12]([CH2:13][CH2:14][N:15]2[CH2:20][CH2:19][CH:18]([NH:21][C:22]3[N:26]([CH2:27][C:28]4[CH:29]=[CH:30][C:31]([F:34])=[CH:32][CH:33]=4)[C:25]4[CH:35]=[CH:36][CH:37]=[CH:38][C:24]=4[N:23]=3)[CH2:17][CH2:16]2)[CH:7]=[CH:6][N:5]=1 |f:4.5|. Procedure details: A mixture of 5 parts of N"-cyano-N-(2,2-dimethoxyethyl)-N'-[2-[4-[[1-[(4-fluorophenyl)methyl]-1H-benzimidazol-2-yl]amino]-1-piperidinyl]ethyl]guanidine and 60 parts of concentrated hydrochloric acid was stirred and refluxed for one hour. Water was added and the whole was alkalized with ammonia. The product was extracted with 4-methyl-2-pentanone. The extract was dried, filtered and evaporated. The residue was purified by column chromatography over silica gel using a mixture of trichloromethane a... The reactants are O=C([O-])[O-], CC(OS(C)(=O)=O)c1ccon1, CCOC(C)=O, [Cs+], [Cs+], Fc1ccc(-c2ncn(C3CCNCC3)c2-c2ccncn2)cc1, CN(C)C=O. Product: CC(c1ccon1)N1CCC(n2cnc(-c3ccc(F)cc3)c2-c2ccncn2)CC1. Reaction SMILES: [C:13](=[O:14])([O-:15])[O-:16].[CH3:1][S:2]([O:3][CH:6]([CH3:7])[c:8]1[n:9][o:10][cH:11][cH:12]1)(=[O:4])=[O:5].[CH3:43][CH2:44][O:45][C:46](=[O:47])[CH3:48].[Cs+:17].[Cs+:18].[F:19][c:20]1[cH:21][cH:22][c:23](-[c:26]2[n:27][cH:28][n:29]([CH:37]3[CH2:38][CH2:39][NH:40][CH2:41][CH2:42]3)[c:30]2-[c:31]2[n:32][cH:33][n:34][cH:35][cH:36]2)[cH:24][cH:25]1.[O:49]=[CH:50][N:51]([CH3:52])[CH3:53]>>[CH:6]([CH3:7])([c:8]1[n:9][o:10][cH:11][cH:12]1)[N:40]1[CH2:39][CH2:38][CH:37]([n:29]2[cH:28][n:27][c:26](-[c:23]3[cH:22][cH:21][c:20]([F:19])[cH:25][cH:24]3)[c:30]2-[c:31]2[n:32][cH:33][n:34][cH:35][cH:36]2)[CH2:42][CH2:41]1.